From a dataset of the Open Reaction Database (ORD), a public repository of structured organic reaction records. describe an organic reaction: reactants, conditions, products, and yield Reactants: CC(C)(C)[Si](C)(C)OCC1CC(OC2CCCCO2)C1, CCCC[N+](CCCC)(CCCC)CCCC, ClCCl, [F-], C1CCOC1. The product is OCC1CC(OC2CCCCO2)C1. RXN SMILES: [C:1]([Si:2]([CH3:3])([CH3:4])[O:6][CH2:7][CH:8]1[CH2:9][CH:10]([O:12][CH:13]2[O:14][CH2:15][CH2:16][CH2:17][CH2:18]2)[CH2:11]1)([CH3:5])([CH3:19])[CH3:20].[CH3:22][CH2:23][CH2:24][CH2:25][N+:26]([CH2:27][CH2:28][CH2:29][CH3:30])([CH2:31][CH2:32][CH2:33][CH3:34])[CH2:35][CH2:36][CH2:37][CH3:38].[Cl:44][CH2:45][Cl:46].[F-:21].[O:39]1[CH2:40][CH2:41][CH2:42][CH2:43]1>>[OH:6][CH2:7][CH:8]1[CH2:9][CH:10]([O:12][CH:13]2[O:14][CH2:15][CH2:16][CH2:17][CH2:18]2)[CH2:11]1. The reactants are O1CCOCC1.O (dioxane water), C(C)OC(CCCOC1=CC=C(C=C1)C1=CC=CC=C1)=O (4-(4-phenylphenoxy)butanoic acid ethyl ester), O.[OH-].[Li+] (lithium hydroxide hydrate), O.[OH-].[Li+] (lithium hydroxide hydrate). The solvent is O1CCOCC1 (Dioxane). Product: C1(=CC=CC=C1)C1=CC=C(OCCCC(=O)O)C=C1 (4-(4-phenylphenoxy)butanoic acid). Yield: 67.7%. Reaction SMILES: O1CCOCC1.O.C([O:10][C:11](=[O:28])[CH2:12][CH2:13][CH2:14][O:15][C:16]1[CH:21]=[CH:20][C:19]([C:22]2[CH:27]=[CH:26][CH:25]=[CH:24][CH:23]=2)=[CH:18][CH:17]=1)C.O.[OH-].[Li+]>O1CCOCC1>[C:22]1([C:19]2[CH:20]=[CH:21][C:16]([O:15][CH2:14][CH2:13][CH2:12][C:11]([OH:28])=[O:10])=[CH:17][CH:18]=2)[CH:23]=[CH:24][CH:25]=[CH:26][CH:27]=1 |f:0.1,3.4.5|. Procedure details: A suspension in 1:1 dioxane/water (70 mL) of 4-(4-phenylphenoxy)butanoic acid ethyl ester (10.29 g, 36 mmol), prepared as in step 1, and lithium hydroxide hydrate (2.05 g, 49 mmol) was heated at reflux for 18 hours. Dioxane (35 mL) was then added and an additional 2.0 equivalents of lithium hydroxide hydrate was added four hours later. The reaction mixture was heated at reflux for two more hours, then was cooled to ambient temperature and concentrated in vacuo. The resulting white solids were sh... The reactants are BrC1=CC=C(C=C1)S(=O)(=O)Cl (4-bromobenzenesulphonyl chloride), N1CCCC1 (pyrrolidine). Solvent: C(C)#N (acetonitrile). Product: BrC1=CC=C(C=C1)S(=O)(=O)N1CCCC1 (1-[(4-Bromophenyl)sulfonyl]-pyrrolidine). As a reaction SMILES: [Br:1][C:2]1[CH:7]=[CH:6][C:5]([S:8](Cl)(=[O:10])=[O:9])=[CH:4][CH:3]=1.[NH:12]1[CH2:16][CH2:15][CH2:14][CH2:13]1>C(#N)C>[Br:1][C:2]1[CH:7]=[CH:6][C:5]([S:8]([N:12]2[CH2:16][CH2:15][CH2:14][CH2:13]2)(=[O:10])=[O:9])=[CH:4][CH:3]=1. Reported procedure: A solution of 4-bromobenzenesulphonyl chloride (0.5 g) and pyrrolidine (0.284 g) in acetonitrile (5 ml) were stirred at RT for 48 h then partitioned between ethylacetate and water. The organics were separated, washed with water, dried and evaporated under reduced pressure. The residue was triturated with isohexane and filtered, yield 0.5 g.